From a dataset of the Open Reaction Database (ORD), a public repository of structured organic reaction records. describe an organic reaction: reactants, conditions, products, and yield Starting materials: O (H2O), COC=1C=C2C[C@H](N[C@@H](C2=C(C1)OC)C)C ((1R, 3R)-1,2,3,4-tetrahydro-6,8-dimethoxy-1,3-dimethyl-isoquinoline), C(C1=CC=CC=C1)Cl (benzyl chloride), C(=O)([O-])[O-].[K+].[K+] (K2CO3). The solvent is C(C)C(=O)C (methyl ethyl ketone), CCOCC (Et2O). The product is C(C1=CC=CC=C1)N1[C@@H](C2=C(C=C(C=C2C[C@H]1C)OC)OC)C (N-benzyl-(1R, 3R)-1,2,3,4-tetrahydro-6,8-dimethoxy-1,3-dimethyl-isoquinoline). Yield: 95.0%. As a reaction SMILES: [CH3:1][O:2][C:3]1[CH:4]=[C:5]2[C:10](=[C:11]([O:13][CH3:14])[CH:12]=1)[C@@H:9]([CH3:15])[NH:8][C@H:7]([CH3:16])[CH2:6]2.[CH2:17](Cl)[C:18]1[CH:23]=[CH:22][CH:21]=[CH:20][CH:19]=1.C([O-])([O-])=O.[K+].[K+].O>C(C(C)=O)C.CCOCC>[CH2:17]([N:8]1[C@H:7]([CH3:16])[CH2:6][C:5]2[C:10](=[C:11]([O:13][CH3:14])[CH:12]=[C:3]([O:2][CH3:1])[CH:4]=2)[C@H:9]1[CH3:15])[C:18]1[CH:23]=[CH:22][CH:21]=[CH:20][CH:19]=1 |f:2.3.4|. Reported procedure: Into a stirred solution of (1R, 3R)-1,2,3,4-tetrahydro-6,8-dimethoxy-1,3-dimethyl-isoquinoline (114 mg, 0.5 mmol) and benzyl chloride (137 mg, 1.1 mmol) in methyl ethyl ketone was added K2CO3 (320 mg, 2.3 mmol). The resulting mixture was heated to reflux for 24 h, after which time it was cooled down and poured into H2O. Et2O was added and the organic layer was washed with H2O, brine, dried over MgSO4, and concentrated in vacuo. The crude product was purified by MPLC (hexanes/EtOAc/Et3N; 9:1:0.3)... Reactants: C1CCOC1, CN1CCC(N2CCNCC2)CC1, O=C(O)Cn1ccc(NC(=O)c2ccc(Cl)cc2)n1. Product: CN1CCC(N2CCN(C(=O)Cn3ccc(NC(=O)c4ccc(Cl)cc4)n3)CC2)CC1. Reaction SMILES: [CH2:33]1[O:34][CH2:35][CH2:36][CH2:37]1.[CH3:20][N:21]1[CH2:22][CH2:23][CH:24]([N:27]2[CH2:28][CH2:29][NH:30][CH2:31][CH2:32]2)[CH2:25][CH2:26]1.[Cl:1][c:2]1[cH:3][cH:4][c:5]([C:6](=[O:7])[NH:8][c:9]2[n:10][n:11]([CH2:14][C:15](=[O:16])[OH:17])[cH:12][cH:13]2)[cH:18][cH:19]1>>[Cl:1][c:2]1[cH:3][cH:4][c:5]([C:6](=[O:7])[NH:8][c:9]2[n:10][n:11]([CH2:14][C:15](=[O:17])[N:30]3[CH2:29][CH2:28][N:27]([CH:24]4[CH2:23][CH2:22][N:21]([CH3:20])[CH2:26][CH2:25]4)[CH2:32][CH2:31]3)[cH:12][cH:13]2)[cH:18][cH:19]1. Product: ClC=1C=C(CN2C[C@H](OCC2)CNC(OC2=CC=C(C=C2)[N+](=O)[O-])=O)C=CC1Cl (4-Nitrophenyl [(2R)-4-(3,4-dichlorobenzyl)morpholin-2-yl]methylcarbamate). Reaction SMILES: [Cl:1][C:2]1[CH:3]=[C:4]([CH:26]=[CH:27][C:28]=1[Cl:29])[CH2:5][N:6]1[CH2:11][CH2:10][O:9][CH:8]([CH2:12][NH:13][C:14](=[O:25])[O:15][C:16]2[CH:21]=[CH:20][C:19]([N+:22]([O-:24])=[O:23])=[CH:18][CH:17]=2)[CH2:7]1.ClC1C=C(C=CC=1Cl)CN1CCO[C@H](CN)C1.C1C([N+]([O-])=O)=CC=C([Cl-]C([O-])=O)C=1>>[Cl:1][C:2]1[CH:3]=[C:4]([CH:26]=[CH:27][C:28]=1[Cl:29])[CH2:5][N:6]1[CH2:11][CH2:10][O:9][C@H:8]([CH2:12][NH:13][C:14](=[O:25])[O:15][C:16]2[CH:17]=[CH:18][C:19]([N+:22]([O-:24])=[O:23])=[CH:20][CH:21]=2)[CH2:7]1. Starting materials: ClC=1C=C(CN2CC(OCC2)CNC(OC2=CC=C(C=C2)[N+](=O)[O-])=O)C=CC1Cl (4-Nitrophenyl [4-(3,4-dichlorobenzyl)morpholin-2-yl]methylcarbamate), ClC=1C=C(CN2C[C@H](OCC2)CN)C=CC1Cl (1-[(2R)-4-(3,4-Dichlorobenzyl)morpholin-2-yl]methanamine), 4-nitrophenylchloroformate. Procedure: Intermediate 14 was prepared in an analogous manner to Intermediate 10 from Intermediate 12 (0.21 g) and 4-nitrophenylchloroformate (0.17 g) to yield the title compound (0.23 g). Starting materials: BrC=1C=NN(C1C=1C=C(C=CC1OCCN1CCC(CC1)OC)N)C (3-(4-bromo-1-methyl-1H-pyrazol-5-yl)-4-(2-(4-methoxypiperidin-1-yl)ethoxy)benzenamine), FC=1C=C(C(=O)Cl)C=CC1 (3-fluorobenzoyl chloride). Run in C(Cl)Cl (CH2Cl2). Run at time 1 hour. Yields the product BrC1=C(N(N=C1)C)C=1C=C(C=CC1OCCN1CCC(CC1)OC)NC(C1=CC(=CC=C1)F)=O (N-{3-(4-bromo-2-methyl-2H-pyrazol-3-yl)-4-[2-(4-methoxy-piperidin-1-yl)-ethoxy]-phenyl}-3-fluoro-benzamide). Yield: 84.7%. As a reaction SMILES: [Br:1][C:2]1[CH:3]=[N:4][N:5]([CH3:25])[C:6]=1[C:7]1[CH:8]=[C:9]([NH2:24])[CH:10]=[CH:11][C:12]=1[O:13][CH2:14][CH2:15][N:16]1[CH2:21][CH2:20][CH:19]([O:22][CH3:23])[CH2:18][CH2:17]1.[F:26][C:27]1[CH:28]=[C:29]([CH:33]=[CH:34][CH:35]=1)[C:30](Cl)=[O:31]>C(Cl)Cl>[Br:1][C:2]1[CH:3]=[N:4][N:5]([CH3:25])[C:6]=1[C:7]1[CH:8]=[C:9]([NH:24][C:30](=[O:31])[C:29]2[CH:33]=[CH:34][CH:35]=[C:27]([F:26])[CH:28]=2)[CH:10]=[CH:11][C:12]=1[O:13][CH2:14][CH2:15][N:16]1[CH2:17][CH2:18][CH:19]([O:22][CH3:23])[CH2:20][CH2:21]1. Procedure details: To a solution of 3-(4-bromo-1-methyl-1H-pyrazol-5-yl)-4-(2-(4-methoxypiperidin-1-yl)ethoxy)benzenamine (0.024 g, 0.060 mmol) in CH2Cl2 (0.9 mL) was added 3-fluorobenzoyl chloride (0.0086 mL, 0.0714 mmol) and triethylamime (0.01 mL, 0.077 mmol). The reaction was stirred for 1 h, and concentrated and purified by RP-HPLC. Lyophilization afforded a TFA salt as a brown oil (0.027 g, 56%). LCMS m/z (%)=531 (M+H79Br, 94), 533 (M+H81Br, 100). 1H NMR (400 MHz, DMSO-d6) δ: 10.42 (s, 1H), 7.95 (dd, J=2.1, ... The reactants are CC=1OC=CC1S (2-methyl-3-furan thiol), C(C1=CC=CC=C1)Br (benzyl bromide), O (water), C[O-].[Na+] (sodium methoxide). Reagents/catalysts: Cl (hydrochloric acid). Run in CO (methanol), CO (methanol), CCCCCC (hexane), CO (methanol). Product: C(C1=CC=CC=C1)SC1=C(OC=C1)C ((BENZYL)(2-METHYL-3-FURYL) SULFIDE). Reaction SMILES: C[O-].[Na+].[CH3:4][C:5]1[O:6][CH:7]=[CH:8][C:9]=1[SH:10].[CH2:11](Br)[C:12]1[CH:17]=[CH:16][CH:15]=[CH:14][CH:13]=1.O>CO.Cl.CCCCCC>[CH2:11]([S:10][C:9]1[CH:8]=[CH:7][O:6][C:5]=1[CH3:4])[C:12]1[CH:17]=[CH:16][CH:15]=[CH:14][CH:13]=1 |f:0.1|. Reported procedure: Into a 25 ml round bottom flask equpped with magnetic stirrer, thermometer, reflux condenser and heating mantle is placed a solution containing 0.27 g (0.005 moles) of sodium methoxide in 3 ml of absolute methanol. With stirring and while maintaining the temperature at 25° C-30° C, 0.57 g (0.005 moles) of 2-methyl-3-furan thiol in 3 ml absolute methanol is added. The reaction mass is stirred for a period of 10 minutes. 0.86 g of benzyl bromide dissolved in 2 ml absolute methanol is then added to... Reactants: C1(=CC=CC=C1)COC([C@H](NC([C@H](NC(=O)OC(C)(C)C)CCCC(NC(=O)OCC1=CC=CC=C1)C(=O)OCC1=CC=CC=C1)=O)C)=O (N-[N2 -[(1,1-dimethylethoxy)carbonyl]-N6 -[(phenylmethoxy)carbonyl]-(R)-6-[(phenylmethoxy)carbonyl]-L-lysyl]-D-Alanine Phenylmethyl Ester). Run in C(=O)(C(F)(F)F)O (TFA). Yields the product C1(=CC=CC=C1)COC([C@H](NC([C@H](N)CCCC(NC(=O)OCC1=CC=CC=C1)C(=O)OCC1=CC=CC=C1)=O)C)=O (N-[N6 -[(phenylmethoxy)carbonyl]-(R)-6-[(phenylmethoxy)carbonyl]-L-lysyl]-D-Alanine Phenylmethyl Ester). The yield is 105.6%. RXN SMILES: [C:1]1([CH2:7][O:8][C:9](=[O:49])[C@@H:10]([CH3:48])[NH:11][C:12](=[O:47])[C@@H:13]([CH2:22][CH2:23][CH2:24][CH:25]([C:37]([O:39][CH2:40][C:41]2[CH:46]=[CH:45][CH:44]=[CH:43][CH:42]=2)=[O:38])[NH:26][C:27]([O:29][CH2:30][C:31]2[CH:36]=[CH:35][CH:34]=[CH:33][CH:32]=2)=[O:28])[NH:14]C(OC(C)(C)C)=O)[CH:6]=[CH:5][CH:4]=[CH:3][CH:2]=1>C(O)(C(F)(F)F)=O>[C:1]1([CH2:7][O:8][C:9](=[O:49])[C@@H:10]([CH3:48])[NH:11][C:12](=[O:47])[C@@H:13]([CH2:22][CH2:23][CH2:24][CH:25]([C:37]([O:39][CH2:40][C:41]2[CH:46]=[CH:45][CH:44]=[CH:43][CH:42]=2)=[O:38])[NH:26][C:27]([O:29][CH2:30][C:31]2[CH:36]=[CH:35][CH:34]=[CH:33][CH:32]=2)=[O:28])[NH2:14])[CH:6]=[CH:5][CH:4]=[CH:3][CH:2]=1. Procedure details: A solution of 40b (251 mg, 0.37 mmol) in TFA (870 μl) is stirred for 30 min at 0° C. The TFA is removed and the oil is taken up in EtOAc and washed with saturated NaHCO3 solution. Drying and removal of the solvent gives 3b (225 mg, slight excess) which is used in subsequent reactions without further handling: NMR δ1.39 (d, 3H) and 1.20-1.70 (overlapping m, 4H), 1.82 (br s, 2H), 3.23 (br s, variable, 2H), 3.33 (br s, 1H), 4.39 (m, 1H), 4.47 (apparent quintet, 1H), 5.03-5.13 (m, 6H), 5.27 (br d, 1...